The task is: describe an organic reaction: reactants, conditions, products, and yield. This data is from the Open Reaction Database (ORD), a public repository of structured organic reaction records. Starting materials: FC(C(=O)O)(F)F (Trifluoroacetic acid), ClC=1C=CC(=C(C1)C1=NC(=NC=C1)N1CCN(CC1)C(=O)OC(C)(C)C)OC1=C(C=C(C=C1)S(=O)(=O)NC1=NC=NS1)C#N (tert-butyl 4-[4-(5-chloro-2-{2-cyano-4-[(1,2,4-thiadiazol-5-ylamino)sulfonyl]phenoxy}phenyl)pyrimidin-2-yl]piperazine-1-carboxylate), C(Cl)Cl (methylene chloride). Yields the product ClC1=CC(=C(OC2=C(C=C(C=C2)S(=O)(=O)NC2=NC=NS2)C#N)C=C1)C1=NC(=NC=C1)N1CCNCC1 (4-[4-Chloro-2-(2-piperazin-1-ylpyrimidin-4-yl)phenoxy]-3-cyano-N-1,2,4-thiadiazol-5-ylbenzenesulfonamide). As a reaction SMILES: FC(F)(F)C(O)=O.[Cl:8][C:9]1[CH:10]=[CH:11][C:12]([O:34][C:35]2[CH:40]=[CH:39][C:38]([S:41]([NH:44][C:45]3[S:49][N:48]=[CH:47][N:46]=3)(=[O:43])=[O:42])=[CH:37][C:36]=2[C:50]#[N:51])=[C:13]([C:15]2[CH:20]=[CH:19][N:18]=[C:17]([N:21]3[CH2:26][CH2:25][N:24](C(OC(C)(C)C)=O)[CH2:23][CH2:22]3)[N:16]=2)[CH:14]=1.C(Cl)Cl>>[Cl:8][C:9]1[CH:10]=[CH:11][C:12]([O:34][C:35]2[CH:40]=[CH:39][C:38]([S:41]([NH:44][C:45]3[S:49][N:48]=[CH:47][N:46]=3)(=[O:42])=[O:43])=[CH:37][C:36]=2[C:50]#[N:51])=[C:13]([C:15]2[CH:20]=[CH:19][N:18]=[C:17]([N:21]3[CH2:26][CH2:25][NH:24][CH2:23][CH2:22]3)[N:16]=2)[CH:14]=1. Conditions: time 1 hour. Reported procedure: 3-Cyano-4-fluoro-N-(1,2,4-thiadiazol-5-yl)benzenesulfonamide (Preparation 65, 43.6 mg, 0.154 mmol), tert-butyl 4-[4-(5-chloro-2-hydroxyphenyl)pyrimidin-2-yl]piperazine-1-carboxylate (Preparation 873, 50.0 mg, 0.128 mmol) and potassium carbonate (53 mg, 0.38 mmol) in dimethyl sulfoxide (1 mL, 10 mmol) was stirred at 100° C. for 16 hours. The reaction mixture was cooled to ambient temperature and poured into saturated aqueous ammonium chloride. The aqueous layer was extracted with ethyl acetate (3... The yield is 42.1%. Starting materials: C1(=CC=CC=C1)OC(NC1=CC=C(C=C1)C1=NC(=NC(=C1)C1=C(C=CC(=C1)F)S(=O)(=O)C)N1[C@H](COCC1)C)=O ((S)-phenyl(4-(6-(5-fluoro-2-(methylsulfonyl)phenyl)-2-(3-methylmorpholino)pyrimidin-4-yl)phenyl)carbamate), C1(=CC=CC=C1)OC(NC1=CC=C(C=C1)C1=NC(=NC(=C1)C1=C(C=CC(=C1)F)S(=O)(=O)C)N1[C@H](COCC1)C)=O ((S)-phenyl(4-(6-(5-fluoro-2-(methylsulfonyl)phenyl)-2-(3-methylmorpholino)pyrimidin-4-yl)phenyl)carbamate), NCCCO (3-aminopropan-1-ol). The product is FC=1C=CC(=C(C1)C1=CC(=NC(=N1)N1[C@H](COCC1)C)C1=CC=C(C=C1)NC(=O)NCCCO)S(=O)(=O)C ((S)-1-(4-(6-(5-fluoro-2-(methylsulfonyl)phenyl)-2-(3-methylmorpholino)pyrimidin-4-yl)phenyl)-3-(3-hydroxypropyl)urea). As a reaction SMILES: C1(O[C:8](=[O:40])[NH:9][C:10]2[CH:15]=[CH:14][C:13]([C:16]3[CH:21]=[C:20]([C:22]4[CH:27]=[C:26]([F:28])[CH:25]=[CH:24][C:23]=4[S:29]([CH3:32])(=[O:31])=[O:30])[N:19]=[C:18]([N:33]4[CH2:38][CH2:37][O:36][CH2:35][C@@H:34]4[CH3:39])[N:17]=3)=[CH:12][CH:11]=2)C=CC=CC=1.[NH2:41][CH2:42][CH2:43][CH2:44][OH:45]>>[F:28][C:26]1[CH:25]=[CH:24][C:23]([S:29]([CH3:32])(=[O:30])=[O:31])=[C:22]([C:20]2[N:19]=[C:18]([N:33]3[CH2:38][CH2:37][O:36][CH2:35][C@@H:34]3[CH3:39])[N:17]=[C:16]([C:13]3[CH:14]=[CH:15][C:10]([NH:9][C:8]([NH:41][CH2:42][CH2:43][CH2:44][OH:45])=[O:40])=[CH:11][CH:12]=3)[CH:21]=2)[CH:27]=1. Procedure: Method as described for example 58 using (S)-phenyl(4-(6-(5-fluoro-2-(methylsulfonyl)phenyl)-2-(3-methylmorpholino)pyrimidin-4-yl)phenyl)carbamate (intermediate 32) (140 mg, 0.25 mmol) and 3-aminopropan-1-ol (28 mg, 0.375 mmol). The reaction mixture was purified by prep HPLC at low pH to afford the title compound as a yellow solid. (29 mg, 21%) Starting materials: C(CC)N1C(CCC1)CNC(C1=C(C(=CC=C1OC)Br)OC)=O ((-)-N-n-propyl-2-(3-bromo-2,6-dimethoxybenzamidomethyl)pyrrolidine), Cl (HCl), CC(=O)C (acetone). The solvent is CO (MeOH). Yields the product Cl.C(CC)N1C(CCC1)CNC(C1=C(C(=CC=C1O)Br)OC)=O ((-)-N-n-propyl-2-(3-bromo-6-hydroxy-2-methoxybenzamidomethyl)pyrrolidine hydrochloride). Isolated yield 55.0%. As a reaction SMILES: [CH2:1]([N:4]1[CH2:8][CH2:7][CH2:6][CH:5]1[CH2:9][NH:10][C:11](=[O:23])[C:12]1[C:17]([O:18]C)=[CH:16][CH:15]=[C:14]([Br:20])[C:13]=1[O:21][CH3:22])[CH2:2][CH3:3].[ClH:24].CC(C)=O>CO>[ClH:24].[CH2:1]([N:4]1[CH2:8][CH2:7][CH2:6][CH:5]1[CH2:9][NH:10][C:11](=[O:23])[C:12]1[C:17]([OH:18])=[CH:16][CH:15]=[C:14]([Br:20])[C:13]=1[O:21][CH3:22])[CH2:2][CH3:3] |f:4.5|. Reported procedure: The title compound was prepared from (-)-N-n-propyl-2-(3-bromo-2,6-dimethoxybenzamidomethyl)pyrrolidine by dealkylation in the same manner as described in Example 2. Yield 55%. M.p. (HCl) 137°-138° C. (acetone). [α]D25 =-68° C. (c=0.12; MeOH). Reactants: CCCCCCCCCCCCCCOc1cc(C(=O)Cl)ccc1OC, CC(=O)NCc1ccccn1. Product: CCCCCCCCCCCCCCOc1cc(C(=O)N(Cc2ccccn2)C(C)=O)ccc1OC. Reaction SMILES: [CH3:1][O:2][c:3]1[c:4]([O:12][CH2:13][CH2:14][CH2:15][CH2:16][CH2:17][CH2:18][CH2:19][CH2:20][CH2:21][CH2:22][CH2:23][CH2:24][CH2:25][CH3:26])[cH:5][c:6]([C:7](=[O:8])[Cl:9])[cH:10][cH:11]1.[n:27]1[c:28]([CH2:33][NH:34][C:35]([CH3:36])=[O:37])[cH:29][cH:30][cH:31][cH:32]1>>[CH3:1][O:2][c:3]1[c:4]([O:12][CH2:13][CH2:14][CH2:15][CH2:16][CH2:17][CH2:18][CH2:19][CH2:20][CH2:21][CH2:22][CH2:23][CH2:24][CH2:25][CH3:26])[cH:5][c:6]([C:7](=[O:8])[N:34]([CH2:33][c:28]2[n:27][cH:32][cH:31][cH:30][cH:29]2)[C:35]([CH3:36])=[O:37])[cH:10][cH:11]1.